Task: describe an organic reaction: reactants, conditions, products, and yield. Dataset: the Open Reaction Database (ORD), a public repository of structured organic reaction records Reported procedure: 2,2,2-trifluoroethylsulfonyl chloride (89 mg, 0.487 mmol) was reacted with PTU (70 mg, 0.244 mmol) as the same manner as the synthesis of 1-(1-(methylsulfonyl)piperidin-4-yl)-3-(4-(trifluoromethyl)phenyl)urea yielding the final product (48 mg, 0.111 mmol, 46% yield). 1H NMR (d6-DMSO, 300 Mhz): δ 8.81 (s, 1H), 7.56 (s, 4H), 6.41 (d, J=6.9 Hz, 1H), 4.51 (q, J=9.9 Hz, 2H), 3.58 (d, J=12 Hz, 1H), 3.58 (m, 1H), 3.02 (t, J=11.4 Hz, 2H), 1.92 (d, J=12.4 Hz, 2H), 1.45 (m, 2H). Reactants: FC(CS(=O)(=O)Cl)(F)F (2,2,2-trifluoroethylsulfonyl chloride), CS(=O)(=O)N1CCC(CC1)NC(=O)NC1=CC=C(C=C1)C(F)(F)F (1-(1-(methylsulfonyl)piperidin-4-yl)-3-(4-(trifluoromethyl)phenyl)urea). Yield: 46.0%. Yields the product FC(CS(=O)(=O)N1CCC(CC1)NC(=O)NC1=CC=C(C=C1)C(F)(F)F)(F)F (1-(1-(2,2,2-trifluoroethylsulfonyl)piperidin-4-yl)-3-(4-(trifluoromethyl)phenyl)urea). RXN SMILES: [F:1][C:2]([F:9])([F:8])[CH2:3][S:4](Cl)(=[O:6])=[O:5].CS([N:14]1[CH2:19][CH2:18][CH:17]([NH:20][C:21]([NH:23][C:24]2[CH:29]=[CH:28][C:27]([C:30]([F:33])([F:32])[F:31])=[CH:26][CH:25]=2)=[O:22])[CH2:16][CH2:15]1)(=O)=O>>[F:1][C:2]([F:9])([F:8])[CH2:3][S:4]([N:14]1[CH2:19][CH2:18][CH:17]([NH:20][C:21]([NH:23][C:24]2[CH:29]=[CH:28][C:27]([C:30]([F:31])([F:32])[F:33])=[CH:26][CH:25]=2)=[O:22])[CH2:16][CH2:15]1)(=[O:6])=[O:5]. Starting materials: CC(C)(C)c1cc(Br)c(C(=O)O)cc1O, ClCCl, O=C1CCC(=O)N1Br, O. Yields the product CC(C)(C)c1cc(Br)c(C(=O)O)c(Br)c1O. RXN SMILES: [Br:1][c:2]1[cH:3][c:4]([C:12]([CH3:13])([CH3:14])[CH3:15])[c:5]([OH:11])[cH:6][c:7]1[C:8](=[O:9])[OH:10].[Cl:24][CH2:25][Cl:26].[O:16]=[C:17]1[N:18]([Br:23])[C:19](=[O:20])[CH2:21][CH2:22]1.[OH2:27]>>[Br:1][c:2]1[cH:3][c:4]([C:12]([CH3:13])([CH3:14])[CH3:15])[c:5]([OH:11])[c:6]([Br:23])[c:7]1[C:8](=[O:9])[OH:10]. Reactants: CI (methyl iodide), C(C1=CC=CC=C1)OC=1C(=NSN1)C=1C=NC=CC1 (3-(4-benzyloxy-1,2,5-thiadiazol-3-yl)pyridine). The solvent is CC(=O)C (acetone). Reaction conditions: time 18 hour. Yields the product [I-].C(C1=CC=CC=C1)OC=1C(=NSN1)C=1C=[N+](C=CC1)C (3-(4-benzyloxy-1,2,5-thiadiazol-3-yl)-1-methylpyridinium iodide). RXN SMILES: [CH3:1][I:2].[CH2:3]([O:10][C:11]1[C:12]([C:16]2[CH:17]=[N:18][CH:19]=[CH:20][CH:21]=2)=[N:13][S:14][N:15]=1)[C:4]1[CH:9]=[CH:8][CH:7]=[CH:6][CH:5]=1>CC(C)=O>[I-:2].[CH2:3]([O:10][C:11]1[C:12]([C:16]2[CH:17]=[N+:18]([CH3:1])[CH:19]=[CH:20][CH:21]=2)=[N:13][S:14][N:15]=1)[C:4]1[CH:5]=[CH:6][CH:7]=[CH:8][CH:9]=1 |f:3.4|. Procedure: A mixture of methyl iodide (0.5 ml, 7.5 mmol) and 3-(4-benzyloxy-1,2,5-thiadiazol-3-yl)pyridine (673 mg, 2.5 mmol) in acetone (5 ml) was stirred at room temperature for 18 h. The title compound precipitated from the solution and was collected by filtration to yield 0.75 g (73%). The reactants are ClC1=CC2=C(C(NC3=NC=CC=C23)=O)C=C1 (9-Chloro-5H-benzo[c][1,8]naphthyridin-6-one), CC(C)([O-])C.[Na+] (sodium tert-butoxide), N1=CC=C(C=C1)CN (1-pyridin-4-ylmethanamine), C1(CCCCC1)P(C1=C(C=CC=C1)C1=C(C=C(C=C1C(C)C)C(C)C)C(C)C)C1CCCCC1 (2-dicyclohexylphosphino-2′,4′,6′-triisopropylbiphenyl). Reagents/catalysts: C(C)(=O)[O-].[Pd+2].C(C)(=O)[O-] (palladium(II) acetate). Run in O1CCOCC1 (dioxane), CO (MeOH). Conditions: temperature 100 celsius, time 8 hour. The product is N1=CC=C(C=C1)CNC1=CC2=C(C(NC3=NC=CC=C23)=O)C=C1 (9-[(Pyridin-4-ylmethyl)-amino]-5H-benzo[c][1,8]naphthyridin-6-one). The yield is 15.0%. Reaction SMILES: Cl[C:2]1[CH:16]=[CH:15][C:5]2[C:6](=[O:14])[NH:7][C:8]3[C:13]([C:4]=2[CH:3]=1)=[CH:12][CH:11]=[CH:10][N:9]=3.[N:17]1[CH:22]=[CH:21][C:20]([CH2:23][NH2:24])=[CH:19][CH:18]=1.C1(P(C2CCCCC2)C2C=CC=CC=2C2C(C(C)C)=CC(C(C)C)=CC=2C(C)C)CCCCC1.CC(C)([O-])C.[Na+]>O1CCOCC1.CO.C([O-])(=O)C.[Pd+2].C([O-])(=O)C>[N:17]1[CH:22]=[CH:21][C:20]([CH2:23][NH:24][C:2]2[CH:16]=[CH:15][C:5]3[C:6](=[O:14])[NH:7][C:8]4[C:13]([C:4]=3[CH:3]=2)=[CH:12][CH:11]=[CH:10][N:9]=4)=[CH:19][CH:18]=1 |f:3.4,7.8.9|. Procedure details: 9-Chloro-5H-benzo[c][1,8]naphthyridin-6-one (50 mg, 0.22 mmol), 1-pyridin-4-ylmethanamine (47 mg, 0.43 mmol), palladium(II) acetate (2 mg, 0.01 mmol), 2-dicyclohexylphosphino-2′,4′,6′-triisopropylbiphenyl (10 mg, 0.02 mmol), and sodium tert-butoxide (83 mg, 0.87 mmol) were suspended in dioxane (2 mL), and stirred overnight at 100° C. The reaction mixture was diluted with MeOH, filtered through a membrane, and purified via prep-LC-MS to provide 124 (10 mg, 15% yield) as a tan solid. LC-MS (M+H=30... Reactants: O=C1N(CCCC1(C1=CC=CC=C1)C1=CC=CC=C1)CC(=O)OCC (ethyl 2-(2-oxo-3,3-diphenylpiperidin-1-yl)acetate), [OH-].[Li+] (lithium hydroxide). Solvent: C(C)O (ethanol), O (water). Run at temperature 80 celsius. Product: O=C1N(CCCC1(C1=CC=CC=C1)C1=CC=CC=C1)CC(=O)O (2-(2-oxo-3,3-diphenylpiperidin-1-yl)acetic acid). As a reaction SMILES: [O:1]=[C:2]1[C:7]([C:14]2[CH:19]=[CH:18][CH:17]=[CH:16][CH:15]=2)([C:8]2[CH:13]=[CH:12][CH:11]=[CH:10][CH:9]=2)[CH2:6][CH2:5][CH2:4][N:3]1[CH2:20][C:21]([O:23]CC)=[O:22].[OH-].[Li+]>C(O)C.O>[O:1]=[C:2]1[C:7]([C:14]2[CH:15]=[CH:16][CH:17]=[CH:18][CH:19]=2)([C:8]2[CH:13]=[CH:12][CH:11]=[CH:10][CH:9]=2)[CH2:6][CH2:5][CH2:4][N:3]1[CH2:20][C:21]([OH:23])=[O:22] |f:1.2|. Procedure: The product from Example 68D (1.70 g, 5.04 mmol) was dissolved in ethanol (40 mL). A solution of lithium hydroxide (1.20 g, 50.10 mmol) in water (10 mL) was added, and the reaction was heated to 80° C. for 2 hours. The reaction mixture was cooled to room temperature, concentrated, neutralized with 2 N HCl, and then diluted with ethyl acetate. The organic layer was washed with water and brine, dried over magnesium sulfate, filtered, and then concentrated to give the title compound. MS (DCI+) m/z ...